From a dataset of the Open Reaction Database (ORD), a public repository of structured organic reaction records. describe an organic reaction: reactants, conditions, products, and yield Reactants: C(C)OC(=O)C1(CCNCC1)CCOC (4-(2-methoxy-ethyl)-piperidine-4-carboxylic acid ethyl ester), FC(OC1=C(C=CC=C1)S(=O)(=O)Cl)(F)F (2-trifluoromethoxy-benzenesulfonyl chloride), FC(C(OC1=CC=C(C=N1)N)C)(F)F (6-(2,2,2-trifluoro-1-methyl-ethoxy)-pyridin-3-ylamine). Yields the product FC(OC1=C(C=CC=C1)S(=O)(=O)N1CCC2(CCN(C2=O)C=2C=NC(=CC2)OC(C(F)(F)F)C)CC1)(F)F (8-(2-Trifluoromethoxy-benzenesulfonyl)-2-[6-(2,2,2-trifluoro-1-methyl-ethoxy)-pyridin-3-yl]-2,8-diaza-spiro[4.5]decan-1-one). Reaction SMILES: C(O[C:4]([C:6]1([CH2:12][CH2:13]OC)[CH2:11][CH2:10][NH:9][CH2:8][CH2:7]1)=[O:5])C.[F:16][C:17]([F:30])([F:29])[O:18][C:19]1[CH:24]=[CH:23][CH:22]=[CH:21][C:20]=1[S:25](Cl)(=[O:27])=[O:26].[F:31][C:32]([F:44])([F:43])[CH:33]([CH3:42])[O:34][C:35]1[N:40]=[CH:39][C:38]([NH2:41])=[CH:37][CH:36]=1>>[F:16][C:17]([F:30])([F:29])[O:18][C:19]1[CH:24]=[CH:23][CH:22]=[CH:21][C:20]=1[S:25]([N:9]1[CH2:8][CH2:7][C:6]2([C:4](=[O:5])[N:41]([C:38]3[CH:39]=[N:40][C:35]([O:34][CH:33]([CH3:42])[C:32]([F:44])([F:31])[F:43])=[CH:36][CH:37]=3)[CH2:13][CH2:12]2)[CH2:11][CH2:10]1)(=[O:27])=[O:26]. Procedure: Light brown solid. MS (ESI): 568.13 (MH+). This example was prepared in analogy to example 1 step C) to D) from 4-(2-methoxy-ethyl)-piperidine-4-carboxylic acid ethyl ester (example 1 step B)), 2-trifluoromethoxy-benzenesulfonyl chloride and 6-(2,2,2-trifluoro-1-methyl-ethoxy)-pyridin-3-ylamine. The reactants are CS(C)=O, O=C(NCc1cn(-c2ccc(I)cc2)cn1)c1ccc(Cl)s1, [Cu]I, [K+], [K+], O=C([O-])[O-], Oc1cccc2cccnc12, O=c1cc[nH]c(=O)[nH]1. The product is O=C(NCc1cn(-c2ccc(-n3ccc(=O)[nH]c3=O)cc2)cn1)c1ccc(Cl)s1. Reaction SMILES: [CH3:48][S:49]([CH3:50])=[O:51].[Cl:1][c:2]1[cH:3][cH:4][c:5]([C:7](=[O:8])[NH:9][CH2:10][c:11]2[n:12][cH:13][n:14](-[c:16]3[cH:17][cH:18][c:19]([I:22])[cH:20][cH:21]3)[cH:15]2)[s:6]1.[Cu:52][I:53].[K+:42].[K+:43].[O-:44][C:45]([O-:46])=[O:47].[OH:31][c:32]1[cH:33][cH:34][cH:35][c:36]2[c:37]1[n:38][cH:39][cH:40][cH:41]2.[nH:23]1[c:24](=[O:25])[nH:26][c:27](=[O:28])[cH:29][cH:30]1>>[Cl:1][c:2]1[cH:3][cH:4][c:5]([C:7](=[O:8])[NH:9][CH2:10][c:11]2[n:12][cH:13][n:14](-[c:16]3[cH:17][cH:18][c:19](-[n:23]4[c:24](=[O:25])[nH:26][c:27](=[O:28])[cH:29][cH:30]4)[cH:20][cH:21]3)[cH:15]2)[s:6]1. The reactants are O1COC2=C1C=CC(=C2)CNS(=O)(=O)C=2C=C(C=CC2)C=CC(=O)Cl (3-{3-[(benzo[1,3]dioxol-5-ylmethyl)-sulfamoyl]-phenyl}-acryloyl chloride), Cl.NO (hydroxylamine hydrochloride), C(=O)(O)[O-].[Na+] (NaHCO3), resultant mixture. Solvent: O1CCCC1 (tetrahydrofuran), O1CCCC1 (tetrahydrofuran). Conditions: time 1 hour. The product is O1COC2=C1C=CC(=C2)CNS(=O)(=O)C=2C=C(C=CC2)C=CC(=O)NO (3-{3-[(Benzo[1,3]-dioxol-5-ylmethyl)-sulfamoyl]-phenyl}-N-hydroxy-acrylamide). Reaction SMILES: Cl.[NH2:2][OH:3].C([O-])(O)=O.[Na+].[O:9]1[C:13]2[CH:14]=[CH:15][C:16]([CH2:18][NH:19][S:20]([C:23]3[CH:24]=[C:25]([CH:29]=[CH:30][C:31](Cl)=[O:32])[CH:26]=[CH:27][CH:28]=3)(=[O:22])=[O:21])=[CH:17][C:12]=2[O:11][CH2:10]1>O1CCCC1>[O:9]1[C:13]2[CH:14]=[CH:15][C:16]([CH2:18][NH:19][S:20]([C:23]3[CH:24]=[C:25]([CH:29]=[CH:30][C:31]([NH:2][OH:3])=[O:32])[CH:26]=[CH:27][CH:28]=3)(=[O:22])=[O:21])=[CH:17][C:12]=2[O:11][CH2:10]1 |f:0.1,2.3|. Procedure: To a suspension of hydroxylamine hydrochloride (0.37 g, 5.40 mmol) in tetrahydrofuran (6 ml) a saturated NaHCO3 solution (4.5 ml) was added and the resultant mixture was stirred at ambient temperature for 10 min. To the reaction mixture a solution of crude 3-{3-[(benzo[1,3]dioxol-5-ylmethyl)-sulfamoyl]-phenyl}-acryloyl chloride (0.41 g) in tetrahydrofuran (4 ml) was added and the mixture was stirred at ambient temperature for one hour. The reaction mixture was partitioned between ethyl acetate a...